describe an organic reaction: reactants, conditions, products, and yield From a dataset of the Open Reaction Database (ORD), a public repository of structured organic reaction records. The reactants are Cl.C1(=CC=C2C=CC3=CC=CC4=CC=C1C2=C34)C(=O)N (1-Pyrenemethanamide, hydrochloride), [As]([O-])(=O)(C)C (cacodylate). Reported procedure: 1-Pyrenemethanamide, hydrochloride was added to a cacodylate buffer solution (sodium cacodylate: 10 mM, pH 7.0; NaCl: 100 mM) at 10 μM, so that a solution thereof was obtained. The solution was irradiated with light having an excitation wavelength of 340 nm, and a fluorescence intensity was measured. A device used for measuring the fluorescence intensity and a slit width were the same as those in Example 13. Product: C1=CC=C2C=CC3=CC=CC4=CC=C1C2=C34 (Pyrene). RXN SMILES: Cl.[C:2]1(C(N)=O)[C:15]2[C:16]3=[C:17]4[C:12](=[CH:13][CH:14]=2)[CH:11]=[CH:10][CH:9]=[C:8]4[CH:7]=[CH:6][C:5]3=[CH:4][CH:3]=1.[As](C)(C)(=O)[O-]>>[CH:9]1[C:8]2[C:17]3=[C:16]4[C:5](=[CH:6][CH:7]=2)[CH:4]=[CH:3][CH:2]=[C:15]4[CH:14]=[CH:13][C:12]3=[CH:11][CH:10]=1 |f:0.1|. The reactants are C(C1=CC=CC=C1)[C@H](C(=O)O)CC[C@@H](C(=O)O)CC1=CC=CC=C1 ((2R,5R)-2,5-dibenzylhexanedioic acid), N[C@@H]1C(N2[C@@H](SCC1)CCC[C@H]2C(=O)OC)=O ((4S,7S,10aS)-methyl 4-amino-5-oxooctahydro-2H-pyrido[2,1-b][1,3]thiazepine-7-carboxylate). Yields the product C(C1=CC=CC=C1)[C@H](C(=O)O)CC[C@@H](C(=O)N[C@@H]1C(N2[C@@H](SCC1)CCC[C@H]2C(=O)OC)=O)CC2=CC=CC=C2 ((2R,5R)-2,5-Dibenzyl-6-((4S,7S,10aS)-7-(methoxycarbonyl)-5-oxooctahydro-2H-pyrido[2,1-b][1,3]thiazepin-4-ylamino)-6-oxohexanoic acid), solid. Yield: 80.0%. Reaction SMILES: [CH2:1]([C@@H:8]([CH2:12][CH2:13][C@H:14]([CH2:18][C:19]1[CH:24]=[CH:23][CH:22]=[CH:21][CH:20]=1)[C:15](O)=[O:16])[C:9]([OH:11])=[O:10])[C:2]1[CH:7]=[CH:6][CH:5]=[CH:4][CH:3]=1.[NH2:25][C@H:26]1[CH2:32][CH2:31][S:30][C@H:29]2[CH2:33][CH2:34][CH2:35][C@@H:36]([C:37]([O:39][CH3:40])=[O:38])[N:28]2[C:27]1=[O:41]>>[CH2:1]([C@@H:8]([CH2:12][CH2:13][C@H:14]([CH2:18][C:19]1[CH:20]=[CH:21][CH:22]=[CH:23][CH:24]=1)[C:15]([NH:25][C@H:26]1[CH2:32][CH2:31][S:30][C@H:29]2[CH2:33][CH2:34][CH2:35][C@@H:36]([C:37]([O:39][CH3:40])=[O:38])[N:28]2[C:27]1=[O:41])=[O:16])[C:9]([OH:11])=[O:10])[C:2]1[CH:3]=[CH:4][CH:5]=[CH:6][CH:7]=1. Procedure: (2R,5R)-2,5-Dibenzyl-6-((4S,7S,10aS)-7-(methoxycarbonyl)-5-oxooctahydro-2H-pyrido[2,1-b][1,3]thiazepin-4-ylamino)-6-oxohexanoic acid was synthesized as described in General Procedure G using (2R,5R)-2,5-dibenzylhexanedioic acid (200 mg, 0.613 mmol) and (4S,7S,10aS)-methyl 4-amino-5-oxooctahydro-2H-pyrido[2,1-b][1,3]thiazepine-7-carboxylate (249 mg, 0.643 mmol) to give a white solid (278 mg, 80% yield). 1H NMR (400 MHz, CDCl3) δ ppm 7.31-7.09 (10H, m), 6.88 (1H, d, J=6.6 Hz), 5.30 (1H, t, J=4.7 H... The reactants are B, CCO, CCON=Cc1cc(-n2c(=O)cc(C(F)(F)F)n(C)c2=O)ccc1Cl, Cl, c1ccncc1. Product: CCONCc1cc(-n2c(=O)cc(C(F)(F)F)n(C)c2=O)ccc1Cl. As a reaction SMILES: [BH3:7].[CH3:34][CH2:35][OH:36].[Cl:9][c:10]1[c:11]([CH:29]=[N:30][O:31][CH2:32][CH3:33])[cH:12][c:13](-[n:16]2[c:17](=[O:28])[n:18]([CH3:27])[c:19]([C:23]([F:24])([F:25])[F:26])[cH:20][c:21]2=[O:22])[cH:14][cH:15]1.[ClH:8].[n:1]1[cH:2][cH:3][cH:4][cH:5][cH:6]1>>[Cl:9][c:10]1[c:11]([CH2:29][NH:30][O:31][CH2:32][CH3:33])[cH:12][c:13](-[n:16]2[c:17](=[O:28])[n:18]([CH3:27])[c:19]([C:23]([F:24])([F:25])[F:26])[cH:20][c:21]2=[O:22])[cH:14][cH:15]1. Procedure details: A suspension of 6.0 grams (0.023 mole) of 2,3,5-trichlorophenylacetic acid in about 125 mL of carbon tetrachloride was stirred, and 5 mL of thionyl chloride was added. The reaction mixture was then warmed to reflux, where it was stirred for about 30 minutes. After this time the reaction mixture was concentrated under reduced pressure, yielding 6.4 grams of 2,3,5-trichlorophenylacetyl chloride. As a reaction SMILES: [Cl:1][C:2]1[C:7]([Cl:8])=[CH:6][C:5]([Cl:9])=[CH:4][C:3]=1[CH2:10][C:11]([OH:13])=O.S(Cl)([Cl:16])=O>C(Cl)(Cl)(Cl)Cl>[Cl:1][C:2]1[C:7]([Cl:8])=[CH:6][C:5]([Cl:9])=[CH:4][C:3]=1[CH2:10][C:11]([Cl:16])=[O:13]. The product is ClC1=C(C=C(C=C1Cl)Cl)CC(=O)Cl (2,3,5-trichlorophenylacetyl chloride). The reactants are ClC1=C(C=C(C=C1Cl)Cl)CC(=O)O (2,3,5-trichlorophenylacetic acid), S(=O)(Cl)Cl (thionyl chloride). Solvent: C(Cl)(Cl)(Cl)Cl (carbon tetrachloride). Reactants: [Cl-].[NH4+] (ammonium chloride), lithium diisopropylamide THF, FC(C1=C(C#N)C=CC=C1)(F)F (2-(trifluoromethyl)benzonitrile), ClC1=CC(=C(C(=O)NC)C=C1N1CCOCC1)C (4-chloro-2,N-dimethyl-5-morpholin-4-ylbenzamide). Solvent: C1CCOC1 (THF), C1CCOC1 (THF), C1CCOC1 (THF). Conditions: temperature -78 celsius, time 1 hour. Product: ClC=1C=C2C=C(NC(C2=CC1N1CCOCC1)=O)C1=C(C=CC=C1)C(F)(F)F (6-chloro-7-morpholin-4-yl-3-(2-trifluoromethylphenyl)-2H-isoquinolin-1-one). Yield: 13.2%. Reaction SMILES: [Cl:1][C:2]1[C:11]([N:12]2[CH2:17][CH2:16][O:15][CH2:14][CH2:13]2)=[CH:10][C:5]([C:6]([NH:8][CH3:9])=[O:7])=[C:4]([CH3:18])[CH:3]=1.[F:19][C:20]([F:30])([F:29])[C:21]1[CH:28]=[CH:27][CH:26]=[CH:25][C:22]=1C#N.[Cl-].[NH4+]>C1COCC1>[Cl:1][C:2]1[CH:3]=[C:4]2[C:5](=[CH:10][C:11]=1[N:12]1[CH2:17][CH2:16][O:15][CH2:14][CH2:13]1)[C:6](=[O:7])[NH:8][C:9]([C:22]1[CH:25]=[CH:26][CH:27]=[CH:28][C:21]=1[C:20]([F:30])([F:29])[F:19])=[CH:18]2 |f:2.3|. Reported procedure: 167 μl of a 1.8 M lithium diisopropylamide THF solution (0.3 mmol) was diluted with 1.5 ml of THF. Thereafter, 1 ml of a THF solution containing 27 mg (0.10 mol) of the 4-chloro-2,N-dimethyl-5-morpholin-4-ylbenzamide prepared in Step B was added dropwise to the diluted solution at −78° C. Thereafter, 1 ml of a THF solution containing 17 mg (0.10 mmol) of 2-(trifluoromethyl)benzonitrile was further added thereto, and the obtained mixture was then stirred at −78° C. for 1 hour. The temperature of ... Product: NC1=CC=C(C=N1)S(=O)(=O)N (6-Aminopyridine-3-sulfonic acid amide). Procedure details: 6-Chloropyridine-3-sulfonic acid amide (200 mg, 1 mmol) was placed in a sealed tube with 2 mL 28% aq. NH4OH and heated to 110° C. for 4 h. The mixture was diluted with brine and the title compound was collected as a solid (120 mg, 67%). The solvent is [Cl-].[Na+].O (brine). Reactants: ClC1=CC=C(C=N1)S(=O)(=O)N (6-Chloropyridine-3-sulfonic acid amide), [NH4+].[OH-] (NH4OH). Reaction SMILES: Cl[C:2]1[N:7]=[CH:6][C:5]([S:8]([NH2:11])(=[O:10])=[O:9])=[CH:4][CH:3]=1.[NH4+:12].[OH-]>[Cl-].[Na+].O>[NH2:12][C:2]1[N:7]=[CH:6][C:5]([S:8]([NH2:11])(=[O:10])=[O:9])=[CH:4][CH:3]=1 |f:1.2,3.4.5|. Reaction conditions: temperature 110 celsius. Starting materials: NC(CC)C=1C(NC(=NN1)C1CCCC1)=O (6-(1-aminopropyl)-3-cyclopentyl-1,2,4-triazin-5(4H)-one), CC1C(C1)C(=O)Cl (2-methyl-cyclopropylcarbonyl chloride). The product is C1(CCCC1)C1=NN=C(C(N1)=O)C(CC)NC(=O)C1C(C1)C (N-[1-(3-Cyclopentyl-5-oxo-4,5-dihydro-1,2,4-triazin-6-yl)propyl]-2-methylcyclopropanecarboxamide). Reaction SMILES: [NH2:1][CH:2]([C:5]1[C:6](=[O:16])[NH:7][C:8]([CH:11]2[CH2:15][CH2:14][CH2:13][CH2:12]2)=[N:9][N:10]=1)[CH2:3][CH3:4].[CH3:17][CH:18]1[CH2:20][CH:19]1[C:21](Cl)=[O:22]>>[CH:11]1([C:8]2[NH:7][C:6](=[O:16])[C:5]([CH:2]([NH:1][C:21]([CH:19]3[CH2:20][CH:18]3[CH3:17])=[O:22])[CH2:3][CH3:4])=[N:10][N:9]=2)[CH2:15][CH2:14][CH2:13][CH2:12]1. Procedure details: In analogy to the procedure for Example 36A, 150 mg (0.67 mmol) 6-(1-aminopropyl)-3-cyclopentyl-1,2,4-triazin-5(4H)-one, 90 mg (0.74 mmol) 2-methyl-cyclopropylcarbonyl chloride and proportionate amounts of the other reagents are used. The crude product is used in the next step without further purification.